This data is from the Open Reaction Database (ORD), a public repository of structured organic reaction records. The task is: describe an organic reaction: reactants, conditions, products, and yield Reactants: CC=1NC2=C(N1)C=CC=C2 (2-methylbenzimidazole), ClC1=NC(=C2N=C(N(C2=N1)C)CN1CCC2(CCNC2=O)CC1)N1CCOCC1 (8-((2-chloro-9-methyl-6-morpholino-9H-purin-8-yl)methyl)-2,8-diazaspiro[4.5]decan-1-one). Yields the product CN1C2=NC(=NC(=C2N=C1CN1CCC2(CCNC2=O)CC1)N1CCOCC1)N1C(=NC2=C1C=CC=C2)C (8-((9-methyl-2-(2-methyl-1H-benzo[d]imidazol-1-yl)-6-morpholino-9H-purin-8-yl)methyl)-2,8-diazaspiro[4.5]decan-1-one). As a reaction SMILES: [CH3:1][C:2]1[NH:3][C:4]2[CH:10]=[CH:9][CH:8]=[CH:7][C:5]=2[N:6]=1.Cl[C:12]1[N:20]=[C:19]2[C:15]([N:16]=[C:17]([CH2:22][N:23]3[CH2:33][CH2:32][C:26]4([C:30](=[O:31])[NH:29][CH2:28][CH2:27]4)[CH2:25][CH2:24]3)[N:18]2[CH3:21])=[C:14]([N:34]2[CH2:39][CH2:38][O:37][CH2:36][CH2:35]2)[N:13]=1>>[CH3:21][N:18]1[C:17]([CH2:22][N:23]2[CH2:24][CH2:25][C:26]3([C:30](=[O:31])[NH:29][CH2:28][CH2:27]3)[CH2:32][CH2:33]2)=[N:16][C:15]2[C:19]1=[N:20][C:12]([N:3]1[C:4]3[CH:10]=[CH:9][CH:8]=[CH:7][C:5]=3[N:6]=[C:2]1[CH3:1])=[N:13][C:14]=2[N:34]1[CH2:35][CH2:36][O:37][CH2:38][CH2:39]1. Procedure: Following General Procedure I for Buchwald coupling, 2-methylbenzimidazole and 8-((2-chloro-9-methyl-6-morpholino-9H-purin-8-yl)methyl)-2,8-diazaspiro[4.5]decan-1-one were reacted to give 379. LCMS m/z 258.6 (2M+H+) Yields the product NC1=C(C(=NC(=C1F)C1=C(C(=C(C=C1)Cl)OC)F)C(=O)O)Cl (4-Amino-3-chloro-6-(4-chloro-2-fluoro-3-methoxyphenyl)-5-fluoropyridine-2-carboxylic acid). RXN SMILES: [NH2:1][C:2]1[C:7]([F:8])=[C:6]([C:9]2[CH:14]=[CH:13][C:12]([Cl:15])=[C:11]([O:16][CH3:17])[C:10]=2[F:18])[N:5]=[C:4]([CH:19]=[O:20])[C:3]=1[Cl:21].CC(=CC)C.O.O.[OH:29]P([O-])([O-])=O.[Na+].[Na+].Cl([O-])=O.[Na+]>O.C(O)(C)(C)C>[NH2:1][C:2]1[C:7]([F:8])=[C:6]([C:9]2[CH:14]=[CH:13][C:12]([Cl:15])=[C:11]([O:16][CH3:17])[C:10]=2[F:18])[N:5]=[C:4]([C:19]([OH:29])=[O:20])[C:3]=1[Cl:21] |f:2.3.4.5.6,7.8|. Solvent: O (H2O), C(C)(C)(C)O (t-butanol), C(C)(C)(C)O (t-butanol). Procedure: A 25 mL round bottom flask equipped with a magnetic stir bar and reflux condenser was charged with 4-amino-3-chloro-6-(4-chloro-2-fluoro-3-methoxyphenyl)-5-fluoro-pyridine-2-carbaldehyde (400 mg, 1.201 mmol) and t-butanol (6 mL). Rapid stiffing and warming with a heat gun failed to dissolved all of the aldehyde. Additional t-butanol (2 mL) was added, but still failed to form a homogeneous solution. The mixture was treated with H2O (2 mL), 2-methyl-2-butene (1 mL), sodium phosphate dibasic dihydr... Conditions: time 5 minute. The reactants are CC(C)=CC (2-methyl-2-butene), O.O.OP(=O)([O-])[O-].[Na+].[Na+] (sodium phosphate dibasic dihydrate), Cl(=O)[O-].[Na+] (sodium chlorite), aldehyde, NC1=C(C(=NC(=C1F)C1=C(C(=C(C=C1)Cl)OC)F)C=O)Cl (4-amino-3-chloro-6-(4-chloro-2-fluoro-3-methoxyphenyl)-5-fluoro-pyridine-2-carbaldehyde). Reactants: FB(F)F, C=CCOCC1(c2ccc(C#N)cc2)C(=O)N(c2ccc(C#N)c(C(F)(F)F)c2)C(=O)N1C, CSC, ClCCl. The product is CN1C(=O)N(c2ccc(C#N)c(C(F)(F)F)c2)C(=O)C1(CO)c1ccc(C#N)cc1. RXN SMILES: [B:40]([F:41])([F:42])[F:43].[C:1](#[N:2])[c:3]1[cH:4][cH:5][c:6]([C:9]2([CH2:29][O:30][CH2:31][CH:32]=[CH2:33])[N:10]([CH3:28])[C:11](=[O:27])[N:12]([c:15]3[cH:16][c:17]([C:23]([F:24])([F:25])[F:26])[c:18]([C:19]#[N:20])[cH:21][cH:22]3)[C:13]2=[O:14])[cH:7][cH:8]1.[CH3:37][S:38][CH3:39].[Cl:34][CH2:35][Cl:36]>>[C:1](#[N:2])[c:3]1[cH:4][cH:5][c:6]([C:9]2([CH2:29][OH:30])[N:10]([CH3:28])[C:11](=[O:27])[N:12]([c:15]3[cH:16][c:17]([C:23]([F:24])([F:25])[F:26])[c:18]([C:19]#[N:20])[cH:21][cH:22]3)[C:13]2=[O:14])[cH:7][cH:8]1. The reactants are [Cr](=O)(=O)([O-])Cl.[NH+]1=CC=CC=C1 (Pyridinium Chlorochromate), BrC1=C(CO)C=C(C=C1)OC (2-bromo-5-methoxybenzyl alcohol). Run in C(Cl)Cl (methylene chloride). Reaction conditions: time 3 hour. Yields the product BrC1=C(C=O)C=C(C=C1)OC (2-bromo-5-methoxy benzaldehyde). Reaction SMILES: [Cr](Cl)([O-])(=O)=O.[NH+]1C=CC=CC=1.[Br:12][C:13]1[CH:20]=[CH:19][C:18]([O:21][CH3:22])=[CH:17][C:14]=1[CH2:15][OH:16]>C(Cl)Cl>[Br:12][C:13]1[CH:20]=[CH:19][C:18]([O:21][CH3:22])=[CH:17][C:14]=1[CH:15]=[O:16] |f:0.1|. Procedure details: Pyridinium Chlorochromate (1.2 eq) was added to a solution of 2-bromo-5-methoxybenzyl alcohol (1 eq) and Celite (1.2 eq) in methylene chloride (0.30 M) at RT and the resulting mixture was stirred under nitrogen for 3 h. The mixture was filtered through a plug of silica rinsing with methylene chloride and concentrated in vacuo to give 2-bromo-5-methoxy benzaldehyde as a white solid. EI-MS m/z 232, 234 (M+NH4)+ Reactants: BrC1=C(C(=CC(=C1Cl)F)Br)N (2,6-dibromo-3-chloro-4-fluoro-phenylamine), C(CC(C)C)ON=O (isoamylnitrite). Run in CN(C)C=O (DMF), CN(C)C=O (DMF). Reaction conditions: temperature 70 celsius. The product is BrC1=C(C(=CC(=C1)Br)F)Cl (1,5-dibromo-2-chloro-3-fluoro-benzene). Isolated yield 80.2%. Reaction SMILES: [Br:1][C:2]1[C:7]([Cl:8])=[C:6]([F:9])[CH:5]=[C:4]([Br:10])[C:3]=1N.C(ON=O)CC(C)C>CN(C=O)C>[Br:1][C:2]1[CH:3]=[C:4]([Br:10])[CH:5]=[C:6]([F:9])[C:7]=1[Cl:8]. Procedure: A solution of 2,6-dibromo-3-chloro-4-fluoro-phenylamine (1a, 4.85 g, 16 mmol, 1 eq.) in DMF (20 mL) was added to a solution of isoamylnitrite (3.46 mL, 25.6 mmol, 1.6 eq.) in DMF (12 mL) at 70° C. The mixture was heated at 70° C. for 3 h before it was cooled to room temperature, quenched with 1 N NaOH aqueous solution (150 mL), and extracted with EtOAc (200 mL). The EtOAc extract was washed with brine (100 mL×2), dried over MgSO4, filtered and concentrated. The residue was purified by flash chro... Reactants: NC1=C(C=NC=C1)NC(=O)C=1C(NC=CC1I)=O (4-iodo-2-oxo-1,2-dihydro-pyridine-3-carboxylic acid (4-amino-pyridin-3-yl)-amide), O=P(Cl)(Cl)Cl (POCl3), C([O-])(O)=O.[Na+] (sodium bicarbonate). Solvent: N1=CC=CC=C1 (pyridine). Run at time 2 hour. The product is N1C(=NC=2C=NC=CC21)C=2C(NC=CC2I)=O (3-(1H-Imidazo[4,5-c]pyridin-2-yl)-4-iodo-1H-pyridin-2-one). RXN SMILES: [NH2:1][C:2]1[CH:7]=[CH:6][N:5]=[CH:4][C:3]=1[NH:8][C:9]([C:11]1[C:12](=[O:18])[NH:13][CH:14]=[CH:15][C:16]=1[I:17])=O.O=P(Cl)(Cl)Cl.C(=O)(O)[O-].[Na+]>N1C=CC=CC=1>[NH:1]1[C:2]2[CH:7]=[CH:6][N:5]=[CH:4][C:3]=2[N:8]=[C:9]1[C:11]1[C:12](=[O:18])[NH:13][CH:14]=[CH:15][C:16]=1[I:17] |f:2.3|. Reported procedure: To a solution of 4-iodo-2-oxo-1,2-dihydro-pyridine-3-carboxylic acid (4-amino-pyridin-3-yl)-amide (281 mg, 0.79 mmol) in 9 mL pyridine at 0 C was added (slowly) 0.5 mL POCl3 (5.3 mmol). The mixture was stirred at 0 C for 2 hours, then poured on a mixture of ice and saturated aqueous sodium bicarbonate solution. The product precipitates as a colloid. All attempts to filter or extract the product failed. The mixture was concentrated in vacuum, water removed by aceotropic destillation with n-propan... The reactants are C(C)OC(C)=O (ethylacetate), [C-]#N.[Na+] (NaCN), BrCC=1C2=C(SC1)C=CC(=C2)F (3-bromomethyl-5-fluoro-benzo[b]thiophene). The solvent is CCCCCC (hexane), O (water), CN(C)C=O (DMF). Reaction conditions: time 2 hour. Yields the product FC1=CC2=C(SC=C2CC#N)C=C1 ((5-Fluoro-benzo[b]thiophen-3-yl)-acetonitrile). Yield: 110.3%. As a reaction SMILES: [C-:1]#[N:2].[Na+].Br[CH2:5][C:6]1[C:7]2[CH:14]=[C:13]([F:15])[CH:12]=[CH:11][C:8]=2[S:9][CH:10]=1.C(OC(=O)C)C>O.CN(C=O)C.CCCCCC>[F:15][C:13]1[CH:12]=[CH:11][C:8]2[S:9][CH:10]=[C:6]([CH2:5][C:1]#[N:2])[C:7]=2[CH:14]=1 |f:0.1|. Procedure details: 50% NaCN solution (443 mg, 9.05 mmol) in water (2 mL) was added drop wise to a solution of 3-bromomethyl-5-fluoro-benzo[b]thiophene (I-45a: 1.3 g, 3.32 mmol) in DMF (10 mL) over a period of 5 minutes at 0° C. The resulting reaction mass was stirred at room temperature for 2 hours. The reaction was monitored by TLC (5% ethylacetate in hexane). The reaction mass was quenched with sodium hypochlorite solution and extracted with ethyl acetate. The organic layer was washed with water, brine solution,... Reactants: C[Si](OC1CC(NC1)=O)(C)C (4-trimethylsilyloxypyrrolidin-2-one), C[Si](OC1CC(N(C1)CC(=O)OCC)=O)(C)C (ethyl 2-(4-trimethylsilyloxypyrrolidin-2-on-1-yl)-acetate), Cl (hydrochloric acid), BrCC(=O)OCC (ethyl bromoacetate), [H-].[Na+] (sodium hydride). Run in C(C)#N (acetonitrile). Run at temperature 50 celsius, time 30 minute. The product is OC1CC(N(C1)CC(=O)OCC)=O (ethyl 2-(4-hydroxypyrrolidin-2-on-1-yl)-acetate). As a reaction SMILES: C[Si](C)(C)OC1CNC(=O)C1.BrCC(OCC)=O.[H-].[Na+].C[Si](C)(C)[O:23][CH:24]1[CH2:28][N:27]([CH2:29][C:30]([O:32][CH2:33][CH3:34])=[O:31])[C:26](=[O:35])[CH2:25]1.Cl>C(#N)C>[OH:23][CH:24]1[CH2:28][N:27]([CH2:29][C:30]([O:32][CH2:33][CH3:34])=[O:31])[C:26](=[O:35])[CH2:25]1 |f:2.3|. Procedure details: To a solution of 51.5 g. 4-trimethylsilyloxypyrrolidin-2-one in 500 ml. anhydrous acetonitrile are added 133 ml. ethyl bromoacetate. The solution is heated to 50° C. and 26.7 g. of 80% sodium hydride (dispersion in mineral oil) are slowly added in small amounts. When the addition is completed, the reaction mixture is heated under reflux for 30 minutes and then cooled to ambient temperature. To the reaction mixture obtained containing ethyl 2-(4-trimethylsilyloxypyrrolidin-2-on-1-yl)-acetate (b.p... The reactants are O=C1COCC2(N1)c1cc(O)ccc1Oc1ccc(Br)cc12, O=C([O-])[O-], [Cs+], [Cs+], CC(C)(C)CI, CN(C)C=O. The product is CC(C)(C)COc1ccc2c(c1)C1(COCC(=O)N1)c1cc(Br)ccc1O2. Reaction SMILES: [Br:1][c:2]1[cH:3][c:4]2[c:5]([cH:6][cH:7]1)[O:8][c:9]1[cH:10][cH:11][c:12]([OH:22])[cH:13][c:14]1[C:15]21[CH2:16][O:17][CH2:18][C:19](=[O:21])[NH:20]1.[C:23](=[O:24])([O-:25])[O-:26].[Cs+:27].[Cs+:28].[I:29][CH2:30][C:31]([CH3:32])([CH3:33])[CH3:34].[O:35]=[CH:36][N:37]([CH3:38])[CH3:39]>>[Br:1][c:2]1[cH:3][c:4]2[c:5]([cH:6][cH:7]1)[O:8][c:9]1[cH:10][cH:11][c:12]([O:22][CH2:30][C:31]([CH3:32])([CH3:33])[CH3:34])[cH:13][c:14]1[C:15]21[CH2:16][O:17][CH2:18][C:19](=[O:21])[NH:20]1.